Dataset: the Open Reaction Database (ORD), a public repository of structured organic reaction records. Task: describe an organic reaction: reactants, conditions, products, and yield Reactants: [Br-], CC(C)(C)c1ccc([Mg+])cc1, C1CCOC1, N#Cc1cccc(-c2ccncc2C=O)c1. The product is CC(C)(C)c1ccc(C(O)c2cnccc2-c2cccc(C#N)c2)cc1. RXN SMILES: [Br-:17].[C:18]([CH3:19])([CH3:20])([CH3:21])[c:22]1[cH:23][cH:24][c:25]([Mg+:28])[cH:26][cH:27]1.[CH2:29]1[O:30][CH2:31][CH2:32][CH2:33]1.[CH:1](=[O:2])[c:3]1[cH:4][n:5][cH:6][cH:7][c:8]1-[c:9]1[cH:10][c:11]([C:12]#[N:13])[cH:14][cH:15][cH:16]1>>[CH:1]([OH:2])([c:3]1[cH:4][n:5][cH:6][cH:7][c:8]1-[c:9]1[cH:10][c:11]([C:12]#[N:13])[cH:14][cH:15][cH:16]1)[c:25]1[cH:24][cH:23][c:22]([C:18]([CH3:19])([CH3:20])[CH3:21])[cH:27][cH:26]1.